Dataset: the Open Reaction Database (ORD), a public repository of structured organic reaction records. Task: describe an organic reaction: reactants, conditions, products, and yield Reactants: CI, CN(C)C=O, [H-], [Na+], O, CC(O)c1nc2ccccc2[nH]1. Yields the product COC(C)c1nc2ccccc2[nH]1. As a reaction SMILES: [CH3:15][I:16].[CH3:18][N:19]([CH3:20])[CH:21]=[O:22].[H-:13].[Na+:14].[OH2:17].[OH:1][CH:2]([CH3:3])[c:4]1[nH:5][c:6]2[c:7]([n:8]1)[cH:9][cH:10][cH:11][cH:12]2>>[O:1]([CH:2]([CH3:3])[c:4]1[n:5][c:6]2[c:7]([nH:8]1)[cH:9][cH:10][cH:11][cH:12]2)[CH3:15]. The reactants are C(C)(C)(C)OC(CCNC(CC(C)C1=CC=C(C=C1)C1CC(N(CC1)C(=O)OC(C)(C)C)O)=O)=O (3-[4-(N-BOC-Hydroxypiperidin-4-yl)phenyl]butyryl-β-alanine-tert-butyl Ester), C(=O)(C(F)(F)F)O (TFA). Solvent: C(Cl)Cl (CH2Cl2). Conditions: time 4 hour. The product is C(C)O.[NH4+].[OH-].O (ethanol NH4OH H2O), N1CC=C(CC1)C1=CC=C(C=C1)C(CC(=O)NCCC(=O)O)C (3-[4-(1,2,5,6-Tetrahydropyridin-4-yl)phenyl]butyryl-β-alanine). RXN SMILES: [C:1]([O:5][C:6](=[O:35])[CH2:7][CH2:8][NH:9][C:10](=[O:34])[CH2:11][CH:12]([C:14]1[CH:19]=[CH:18][C:17]([CH:20]2[CH2:25][CH2:24][N:23](C(OC(C)(C)C)=O)[CH:22](O)[CH2:21]2)=[CH:16][CH:15]=1)[CH3:13])(C)(C)[CH3:2].C(O)(C(F)(F)F)=[O:37]>C(Cl)Cl>[CH2:1]([OH:5])[CH3:2].[NH4+:9].[OH-:37].[OH2:5].[NH:23]1[CH2:24][CH2:25][C:20]([C:17]2[CH:16]=[CH:15][C:14]([CH:12]([CH3:13])[CH2:11][C:10]([NH:9][CH2:8][CH2:7][C:6]([OH:35])=[O:5])=[O:34])=[CH:19][CH:18]=2)=[CH:21][CH2:22]1 |f:3.4.5.6|. Procedure: A mixture of 12-5 (120 mg, 0.25 mmoles), CH2Cl2 (1.0 mL), and TFA (1.0 mL) was stirred at ambient temperature for 4.0 hours and then concentrated with azeotropic removal of the excess TFA. Flash chromatography (silica, 10/1/1 ethanol/NH4OH/H2O/gave 12-6 as a white solid. Rf 0.13 (10/1/1 ethanol/NH4OH/H2O).